This data is from the Open Reaction Database (ORD), a public repository of structured organic reaction records. The task is: describe an organic reaction: reactants, conditions, products, and yield Starting materials: C(C)(C)C=1N=C(SC1)C1=NC2=CC(=CC=C2C(=C1)O)OC (2-(4-Isopropylthiazol-2-yl)-7-methoxyquinolin-4-ol), P(=O)(Cl)(Cl)Cl (phosphorus oxychloride), P(=O)(Cl)(Cl)Cl (phosphorus oxychloride). Reaction conditions: temperature 100 celsius. The product is ClC1=CC(=NC2=CC(=CC=C12)OC)C=1SC=C(N1)C(C)C (4-Chloro-2-(4-isopropyl-thiazol-2-yl)-7-methoxy-quinoline). Isolated yield 62.0%. Reaction SMILES: [CH:1]([C:4]1[N:5]=[C:6]([C:9]2[CH:18]=[C:17](O)[C:16]3[C:11](=[CH:12][C:13]([O:20][CH3:21])=[CH:14][CH:15]=3)[N:10]=2)[S:7][CH:8]=1)([CH3:3])[CH3:2].P(Cl)(Cl)([Cl:24])=O>>[Cl:24][C:17]1[C:16]2[C:11](=[CH:12][C:13]([O:20][CH3:21])=[CH:14][CH:15]=2)[N:10]=[C:9]([C:6]2[S:7][CH:8]=[C:4]([CH:1]([CH3:3])[CH3:2])[N:5]=2)[CH:18]=1. Procedure: 2-(4-Isopropylthiazol-2-yl)-7-methoxyquinolin-4-ol, prepared as described in WO00/59929, (3.6 g) was mixed with 20 ml of phosphorus oxychloride and heated at 100° C. for 40 min. Reaction was monitored by LC-MS. After 40 min of heating the excess of phosphorus oxychloride was removed by rotary evaporation. The residual oil was mixed with sat. sodium bicarbonate solution and extracted into ether (3×70 ml). The combined organic extracts were washed with brine, dried over magnesium sulfate, concentr... Reactants: S(=O)(=O)(Cl)Cl (sulfonyl chloride), [OH-].[Na+] (NaOH), C(C)(=O)OCC1=C(C(=CC=C1)Cl)N (2-amino-3-chlorobenzyl acetate), N1=CC=CC=C1 (pyridine), CC1=NC=2N(C(=C1)C)N=C(N2)S(=O)(=O)Cl (5,7-dimethyl-1,2,4-triazolo[1,5-a]pyrimidine-2-sulfonyl chloride). Run in C(C)#N (acetonitrile), C(Cl)Cl (methylene chloride). Conditions: temperature 25 celsius, time 120 hour. Product: CC1=NC=2N(C(=C1)C)N=C(N2)S(=O)(=O)NC2=C(C=CC=C2Cl)COC(C)=O (5,7-dimethyl-N-(2-acetoxymethyl-6-chlorophenyl)-1,2,4-triazolo[1,5-a]pyrimidine-2-sulfonamide). Isolated yield 13.1%. Reaction SMILES: [C:1]([O:4][CH2:5][C:6]1[CH:11]=[CH:10][CH:9]=[C:8]([Cl:12])[C:7]=1[NH2:13])(=[O:3])[CH3:2].N1C=CC=CC=1.[CH3:20][C:21]1[CH:26]=[C:25]([CH3:27])[N:24]2[N:28]=[C:29]([S:31](Cl)(=[O:33])=[O:32])[N:30]=[C:23]2[N:22]=1.S(Cl)(Cl)(=O)=O.[OH-].[Na+]>C(Cl)Cl.C(#N)C>[CH3:20][C:21]1[CH:26]=[C:25]([CH3:27])[N:24]2[N:28]=[C:29]([S:31]([NH:13][C:7]3[C:8]([Cl:12])=[CH:9][CH:10]=[CH:11][C:6]=3[CH2:5][O:4][C:1](=[O:3])[CH3:2])(=[O:32])=[O:33])[N:30]=[C:23]2[N:22]=1 |f:4.5|. Reported procedure: A solution of 1.30 gm (6.50 mmol) of 2-amino-3-chlorobenzyl acetate, 4.11 gm (52.0 mmol) of pyridine and 5.0 ml of acetonitrile was treated with 1.61 gm (6.50 mmol) of 5,7-dimethyl-1,2,4-triazolo[1,5-a]pyrimidine-2-sulfonyl chloride and the resulting mixture stirred at 25° C. for 120 hours. An additional 0.53 gm (2.2 mmol) of the sulfonyl chloride was added and stirring at 25° C. continued for an additional 24 hours. The mixture was filtered and the filtrate evaporated to provide a brown oil. Th... The reactants are C(C)(=O)Cl (Acetyl chloride), CO (methanol), BrC1=C(SC2=NC=CC=C21)C(C#N)O[Si](C)(C)C (2-{3-bromothieno[2,3-b]pyridin-2-yl}-2-[(trimethylsilyl)oxy]acetonitrile), CO (methanol). Conditions: time 30 minute. The product is BrC1=C(SC2=NC=CC=C21)C(C(=O)OC)O (methyl 2-{3-bromothieno[2,3-b]pyridin-2-yl}-2-hydroxyacetate). The yield is 70.0%. As a reaction SMILES: [C:1](Cl)(=[O:3])C.[Br:5][C:6]1[C:14]2[C:9](=[N:10][CH:11]=[CH:12][CH:13]=2)[S:8][C:7]=1[CH:15]([O:18][Si](C)(C)C)[C:16]#N.C[OH:24]>>[Br:5][C:6]1[C:14]2[C:9](=[N:10][CH:11]=[CH:12][CH:13]=2)[S:8][C:7]=1[CH:15]([OH:18])[C:16]([O:3][CH3:1])=[O:24]. Procedure details: Acetyl chloride (725 μL, 10.2 mmol) was dropped at 0° C. in methanol (10 mL). After 30 minutes, a solution of 2-{3-bromothieno[2,3-b]pyridin-2-yl}-2-[(trimethylsilyl)oxy]acetonitrile (14e) (290 mg, 0.85 mmol) in methanol (5 mL) was added at 0° C. to the reaction. The mixture was then warmed at room temperature for 20 hours and concentrated in vacuo. A saturated aqueous solution of sodium bicarbonate (20 mL) was added to the residue and extracted with dichloromethane (2×20 mL). The organic layer ... The reactants are N1(N=CC=C1)C1=CC=C(CC=2C(=CC(=C(C(=O)OC)C2)C=C)OC)C=C1 (methyl 5-(4-(1H-pyrazol-1-yl)benzyl)-4-methoxy-2-vinylbenzoate), CC(=O)C (acetone), C(C)#N (acetonitrile), I(=O)(=O)(=O)[O-].[Na+] (sodium periodate). The reagents and catalysts are [Os]=O (osmium oxide), [Os]=O (osmium oxide). The solvent is O (water). Run at time 8 hour. The product is N1(N=CC=C1)C1=CC=C(CC=2C(=CC(=C(C(=O)OC)C2)C=O)OC)C=C1 (methyl 5-(4-(1H-pyrazol-1-yl)benzyl)-2-formyl-4-methoxybenzoate). As a reaction SMILES: [N:1]1([C:6]2[CH:26]=[CH:25][C:9]([CH2:10][C:11]3[C:12]([O:23][CH3:24])=[CH:13][C:14]([CH:21]=C)=[C:15]([CH:20]=3)[C:16]([O:18][CH3:19])=[O:17])=[CH:8][CH:7]=2)[CH:5]=[CH:4][CH:3]=[N:2]1.CC(C)=[O:29].C(#N)C.I([O-])(=O)(=O)=O.[Na+]>[Os]=O.O>[N:1]1([C:6]2[CH:7]=[CH:8][C:9]([CH2:10][C:11]3[C:12]([O:23][CH3:24])=[CH:13][C:14]([CH:21]=[O:29])=[C:15]([CH:20]=3)[C:16]([O:18][CH3:19])=[O:17])=[CH:25][CH:26]=2)[CH:5]=[CH:4][CH:3]=[N:2]1 |f:3.4|. Procedure details: To a solution of methyl 5-(4-(1H-pyrazol-1-yl)benzyl)-4-methoxy-2-vinylbenzoate (0.16 g) in a mixed solvent of acetone (2.20 mL)-acetonitrile (2.20 mL)-water (2.20 mL) were added osmium oxide (fixed catalyst I) (0.06 g) and sodium periodate (0.48 g), and the mixture was stirred overnight at room temperature. The reaction mixture was filtered, and the filtrate was extracted with ethyl acetate. The organic layer was washed with water and saturated brine, and dried over anhydrous sodium sulfate, an... Reaction SMILES: [CH3:32][C:33](=[O:34])[OH:35].[I:1][c:2]1[cH:3][c:4]2[c:8]([cH:9][cH:10]1)[NH:7][C:6](=[O:11])[C:5]2=[O:12].[NH:13]([NH2:14])[C:15](=[O:16])[c:17]1[cH:18][cH:19][c:20]([NH:23][C:24]([c:25]2[cH:26][cH:27][cH:28][cH:29][cH:30]2)=[O:31])[cH:21][cH:22]1>>[I:1][c:2]1[cH:3][c:4]2[c:8]([cH:9][cH:10]1)[NH:7][C:6](=[O:11])[C:5]2=[N:14][NH:13][C:15](=[O:16])[c:17]1[cH:18][cH:19][c:20]([NH:23][C:24]([c:25]2[cH:26][cH:27][cH:28][cH:29][cH:30]2)=[O:31])[cH:21][cH:22]1. Reactants: CC(=O)O, O=C1Nc2ccc(I)cc2C1=O, NNC(=O)c1ccc(NC(=O)c2ccccc2)cc1. Yields the product O=C1Nc2ccc(I)cc2C1=NNC(=O)c1ccc(NC(=O)c2ccccc2)cc1.